This data is from the Open Reaction Database (ORD), a public repository of structured organic reaction records. The task is: describe an organic reaction: reactants, conditions, products, and yield Reactants: ClC(C(=O)N(C)C)C (2-chloro-N,N-dimethylpropionamide), CC=1C(=NNC1C)C1=CC=CC=C1 (4,5-dimethyl-3-phenylpyrazole), CC=1C(=NNC1)C1=CC=CC=C1 (4-methyl-3-phenylpyrazole). RXN SMILES: Cl[CH:2]([CH3:8])[C:3]([N:5]([CH3:7])[CH3:6])=[O:4].[CH3:9][C:10]1[C:11]([C:16]2[CH:21]=[CH:20][CH:19]=[CH:18][CH:17]=2)=[N:12][NH:13][C:14]=1[CH3:15].[CH3:22]C1C(C2C=CC=CC=2)=NNC=1>>[CH2:8]([CH:2]([N:13]1[C:14]([CH3:15])=[C:10]([CH3:9])[C:11]([C:16]2[CH:21]=[CH:20][CH:19]=[CH:18][CH:17]=2)=[N:12]1)[C:3]([N:5]([CH3:7])[CH3:6])=[O:4])[CH3:22]. The product is C(C)C(C(=O)N(C)C)N1N=C(C(=C1C)C)C1=CC=CC=C1 (α-ethyl-N,N,4,5-tetramethyl-3-phenylpyrazole-1-acetamide). Procedure: Using the procedure of Example 1, but substituting 2-bromo-N,N-dimethylbutyramide for 2-chloro-N,N-dimethylpropionamide and 4,5-dimethyl-3-phenylpyrazole for 4-methyl-3-phenylpyrazole there was obtained α-ethyl-N,N,4,5-tetramethyl-3-phenylpyrazole-1-acetamide, m.p. 119°-121° C. Starting materials: CC(C)(C)NS(=O)(=O)c1cccc(-c2cc(-c3nc(-c4cccc(C(F)(F)F)c4)cc(C(F)(F)F)n3)ccn2)c1, ClCCl, O=C(O)C(F)(F)F. Product: NS(=O)(=O)c1cccc(-c2cc(-c3nc(-c4cccc(C(F)(F)F)c4)cc(C(F)(F)F)n3)ccn2)c1. RXN SMILES: [C:1]([CH3:2])([CH3:3])([CH3:4])[NH:5][S:6](=[O:7])(=[O:8])[c:9]1[cH:10][c:11](-[c:15]2[n:16][cH:17][cH:18][c:19](-[c:21]3[n:22][c:23](-[c:31]4[cH:32][c:33]([C:37]([F:38])([F:39])[F:40])[cH:34][cH:35][cH:36]4)[cH:24][c:25]([C:27]([F:28])([F:29])[F:30])[n:26]3)[cH:20]2)[cH:12][cH:13][cH:14]1.[Cl:48][CH2:49][Cl:50].[F:41][C:42]([F:43])([F:44])[C:45]([OH:46])=[O:47]>>[NH2:5][S:6](=[O:7])(=[O:8])[c:9]1[cH:10][c:11](-[c:15]2[n:16][cH:17][cH:18][c:19](-[c:21]3[n:22][c:23](-[c:31]4[cH:32][c:33]([C:37]([F:38])([F:39])[F:40])[cH:34][cH:35][cH:36]4)[cH:24][c:25]([C:27]([F:28])([F:29])[F:30])[n:26]3)[cH:20]2)[cH:12][cH:13][cH:14]1. Starting materials: [OH-].[Na+] (NaOH), C1(=CC=CC=C1)C1(CCN(CC1)CCC#N)C1=CC=CC=C1 (3-(4,4-diphenylpiperidin-1-yl)propionitrile), [H][H] (hydrogen), Cl (HCl), CCOCC (ether). Reagents/catalysts: [Pd] (Pd on activated carbon). Solvent: O (water), CCO (EtOH). The product is NCCCN1CCC(CC1)(C1CCCCC1)C1CCCCC1 (1-(3-Aminopropyl)-4,4-dicyclohexylpiperidine). Isolated yield 60.9%. As a reaction SMILES: [C:1]1([C:7]2([C:17]3[CH:22]=[CH:21][CH:20]=[CH:19][CH:18]=3)[CH2:12][CH2:11][N:10]([CH2:13][CH2:14][C:15]#[N:16])[CH2:9][CH2:8]2)[CH:6]=[CH:5][CH:4]=[CH:3][CH:2]=1.[H][H].Cl.CCOCC.[OH-].[Na+]>CCO.O.[Pd]>[NH2:16][CH2:15][CH2:14][CH2:13][N:10]1[CH2:11][CH2:12][C:7]([CH:17]2[CH2:22][CH2:21][CH2:20][CH2:19][CH2:18]2)([CH:1]2[CH2:6][CH2:5][CH2:4][CH2:3][CH2:2]2)[CH2:8][CH2:9]1 |f:4.5|. Procedure details: A solution of 3-(4,4-diphenylpiperidin-1-yl)propionitrile (1.01 g, 3.48 mmol, 1.00 equiv) in denatured EtOH (50 mL, 5% isopropanol) was stirred at 120-130° C. in the presence of 10% Pd on activated carbon (1.00 g, Aldrich) and hydrogen at 440 psi for 15 hours. The catalyst was filtered out by use of Celite and washed with CH2Cl2 (100 mL) and MeOH (150 mL). After removal of the solvents, the residue was dissolved in CH2Cl2 (10 mL) and treated with HCl in ether (1.0M., 8.7 mmol, 2.5 equiv). The so... Reactants: C1COCCO1, COc1ccc(COc2cccc(OC)c2-c2cc(Nc3cnc(C#N)cn3)n[nH]2)cc1, CCCC(C)C, Cl, C1CCOC1. Yields the product COc1cccc(O)c1-c1cc(Nc2cnc(C#N)cn2)n[nH]1. As a reaction SMILES: [CH2:40]1[O:41][CH2:42][CH2:43][O:44][CH2:45]1.[CH3:1][O:2][c:3]1[c:4](-[c:19]2[cH:20][c:21]([NH:24][c:25]3[n:26][cH:27][c:28]([C:31]#[N:32])[n:29][cH:30]3)[n:22][nH:23]2)[c:5]([O:9][CH2:10][c:11]2[cH:12][cH:13][c:14]([O:15][CH3:16])[cH:17][cH:18]2)[cH:6][cH:7][cH:8]1.[CH3:34][CH2:35][CH2:36][CH:37]([CH3:38])[CH3:39].[ClH:33].[O:46]1[CH2:47][CH2:48][CH2:49][CH2:50]1>>[CH3:1][O:2][c:3]1[c:4](-[c:19]2[cH:20][c:21]([NH:24][c:25]3[n:26][cH:27][c:28]([C:31]#[N:32])[n:29][cH:30]3)[n:22][nH:23]2)[c:5]([OH:9])[cH:6][cH:7][cH:8]1. The reactants are NC=1SC=C(N1)C(C(=O)N[C@H]1[C@H]2SCC(=C(N2C1=O)C(=O)O)CSC1=CC(=NC=2N1N=C(N2)C)C(NO)=O)=O ((6R,7R)-7-(2-Amino-4-thiazoleglyoxylamido)-3-[[[5-(hydroxycarbamoyl)-2-methyl-s-triazolo[1,5-a]pyrimidin-7-yl]thio]methyl]-8-oxo-5-thia-1-azabicyclo[4.2.0]oct-2-ene-2-carboxylic acid), NOCC=1NC=C(C(N1)=O)O (2-(aminooxy)methyl-5-hydroxy-4(1H)-pyrimidinone), O.C1(=CC=C(C=C1)S(=O)(=O)O)C (p-toluenesulphonic acid hydrate). The solvent is CC(=O)N(C)C (dimethylacetamide). Run at time 24 hour. Product: NC=1SC=C(N1)/C(/C(=O)N[C@H]1[C@H]2SCC(=C(N2C1=O)C(=O)O)CSC1=CC(=NC=2N1N=C(N2)C)C(NO)=O)=N/OCC=2NC=C(C(N2)=O)O ((6R,7R)-7-[(Z)-2-(2-amino-4-thiazolyl)-2-[[(1,4-dihydro-5-hydroxy-4-oxo-2-pyrimidinyl)methoxy]imino]acetamido]-3-[[[5-(hydroxycarbamoyl)-2-methyl-s-triazolo[1,5-a]pyrimidin-7-yl]thio]methyl]-8-oxo-5-thia-1 -azabicyclo[4.2.0]oct-2-ene-2-carboxylic acid). Isolated yield 68.4%. As a reaction SMILES: [NH2:1][C:2]1[S:3][CH:4]=[C:5]([C:7](=O)[C:8]([NH:10][C@@H:11]2[C:18](=[O:19])[N:17]3[C@@H:12]2[S:13][CH2:14][C:15]([CH2:23][S:24][C:25]2[N:30]4[N:31]=[C:32]([CH3:34])[N:33]=[C:29]4[N:28]=[C:27]([C:35](=[O:38])[NH:36][OH:37])[CH:26]=2)=[C:16]3[C:20]([OH:22])=[O:21])=[O:9])[N:6]=1.[NH2:40][O:41][CH2:42][C:43]1[NH:44][CH:45]=[C:46]([OH:50])[C:47](=[O:49])[N:48]=1.O.C1(C)C=CC(S(O)(=O)=O)=CC=1>CC(N(C)C)=O>[NH2:1][C:2]1[S:3][CH:4]=[C:5](/[C:7](=[N:40]/[O:41][CH2:42][C:43]2[NH:44][CH:45]=[C:46]([OH:50])[C:47](=[O:49])[N:48]=2)/[C:8]([NH:10][C@@H:11]2[C:18](=[O:19])[N:17]3[C@@H:12]2[S:13][CH2:14][C:15]([CH2:23][S:24][C:25]2[N:30]4[N:31]=[C:32]([CH3:34])[N:33]=[C:29]4[N:28]=[C:27]([C:35](=[O:38])[NH:36][OH:37])[CH:26]=2)=[C:16]3[C:20]([OH:22])=[O:21])=[O:9])[N:6]=1 |f:2.3|. Procedure: (6R,7R)-7-(2-Amino-4-thiazoleglyoxylamido)-3-[[[5-(hydroxycarbamoyl)-2-methyl-s-triazolo[1,5-a]pyrimidin-7-yl]thio]methyl]-8-oxo-5-thia-1-azabicyclo[4.2.0]oct-2-ene-2-carboxylic acid (65 mg) (0.11 mmol), 22.5 mg (0.143 mol) of 2-(aminooxy)methyl-5-hydroxy-4(1H)-pyrimidinone and 27 mg (0.143 mmol) of p-toluenesulphonic acid hydrate are dissolved in 2 ml of absolute dimethylacetamide. After stirring at room temperature for 24 hours the solvent is removed in a high vacuum and the residue is treated...